From a dataset of the Open Reaction Database (ORD), a public repository of structured organic reaction records. describe an organic reaction: reactants, conditions, products, and yield The reactants are CCOC(=O)C1(C)CN(Cc2ccccc2)CC1=O, Cl. Yields the product CC1CN(Cc2ccccc2)CC1=O. As a reaction SMILES: [CH2:1]([c:2]1[cH:3][cH:4][cH:5][cH:6][cH:7]1)[N:8]1[CH2:9][C:10](=[O:19])[C:11]([CH3:13])([C:14]([O:15][CH2:16][CH3:17])=[O:18])[CH2:12]1.[ClH:20]>>[CH2:1]([c:2]1[cH:3][cH:4][cH:5][cH:6][cH:7]1)[N:8]1[CH2:9][C:10](=[O:19])[CH:11]([CH3:13])[CH2:12]1. The reactants are C1(=CC(=CC(=C1)C)C)C (mesitylene), [Cl-].[Al+3].[Cl-].[Cl-] (aluminum chloride), C(C)(=O)C1=CC2=CC=C(C(=C2C=C1)Br)OC (2-acetyl-5-bromo-6-methoxynaphthalene), product, BrC1=C(C=CC2=CC=CC=C12)OC (1-bromo-2-methoxynaphthalene). Run at temperature 0 celsius, time 3 hour. The product is C(C)(=O)C1=CC2=CC=C(C=C2C=C1)OC (2-Acetyl-6-methoxynaphthalene). As a reaction SMILES: C1(C)C=C(C)C=C(C)C=1.[Cl-].[Al+3].[Cl-].[Cl-].[C:14]([C:17]1[CH:26]=[CH:25][C:24]2[C:19](=[CH:20][CH:21]=[C:22]([O:28][CH3:29])[C:23]=2Br)[CH:18]=1)(=[O:16])[CH3:15].BrC1C2C(=CC=CC=2)C=CC=1OC>>[C:14]([C:17]1[CH:26]=[CH:25][C:24]2[C:19](=[CH:20][CH:21]=[C:22]([O:28][CH3:29])[CH:23]=2)[CH:18]=1)(=[O:16])[CH3:15] |f:1.2.3.4|. Procedure details: 51 Ml of mesitylene and 8.2 g of anhydrous aluminum chloride are added to the solution of 2-acetyl-5-bromo-6-methoxynaphthalene obtained as in example 1a), while keeping the temperature at -10° C. The reaction mixture is kept for 3 hours under stirring at 0° C. and then it is worked as in example 1 obtaining 43.2 g of product with a yield equal to 88.2% calculated on the basis of the starting material 1-bromo-2-methoxynaphthalene.